From a dataset of the Open Reaction Database (ORD), a public repository of structured organic reaction records. describe an organic reaction: reactants, conditions, products, and yield Reactants: C(#C)[Mg]Br (Ethynylmagnesium bromide), CC1=C(C2CCC1C2)CC=O ((3-Methyl-bicyclo[2.2.1]hept-2-en-2-yl)-acetaldehyde), Cl (HCl). The solvent is C1CCOC1 (THF), C1CCOC1 (THF). Reaction conditions: time 30 minute. Product: CC1=C(C2CCC1C2)CC(C#C)O ((±)-1-(3-Methyl-bicyclo[2.2.1]hept-2-en-2-yl)-but-3-yn-2-ol). The yield is 79.0%. RXN SMILES: [C:1]([Mg]Br)#[CH:2].[CH3:5][C:6]1[CH:11]2[CH2:12][CH:8]([CH2:9][CH2:10]2)[C:7]=1[CH2:13][CH:14]=[O:15].Cl>C1COCC1>[CH3:5][C:6]1[CH:11]2[CH2:12][CH:8]([CH2:9][CH2:10]2)[C:7]=1[CH2:13][CH:14]([OH:15])[C:1]#[CH:2]. Procedure details: Ethynylmagnesium bromide in THF (0.5 M, 210.0 ml, 105.0 mmol) was placed in a reactor under a nitrogen atmosphere at room temperature and (3-Methyl-bicyclo[2.2.1]hept-2-en-2-yl)-acetaldehyde (12.15 g, 80.9 mmol) in THF (200 ml) was introduced over a 90 minutes period and the mixture turned orange. The mixture was further stirred at room temperature for 30 minutes and was hydrolyzed with aqueous HCl 5% at room temperature. The mixture was extracted twice with Et2O and the combined organic layers ... Starting materials: C(CCC)[Li] (n-butyl lithium), Cl.C(C)(C)N(CCCl)C(C)C (2-diisopropylaminoethyl chloride hydrochloride), O1CCOCC1 (dioxane), CN(C(=O)NC1=NC(=CC=C1)N)C (N,N-dimethyl-N'-(6-amino-2-pyridyl)urea), C(CCC)[Li] (n-butyl lithium). Solvent: C(C)O (Ethanol), CCCCCC (hexane). Conditions: temperature -25 celsius. The product is CN(C(=O)N(C1=NC(=CC=C1)N)CCN(C(C)C)C(C)C)C (N,N-Dimethyl-N'-(2-diisopropylaminoethyl)-N'-(6-amino-2-pyridyl)urea). As a reaction SMILES: C([Li])CCC.O1CCOCC1.[CH3:12][N:13]([CH3:24])[C:14]([NH:16][C:17]1[CH:22]=[CH:21][CH:20]=[C:19]([NH2:23])[N:18]=1)=[O:15].Cl.[CH:26]([N:29]([CH:33]([CH3:35])[CH3:34])[CH2:30][CH2:31]Cl)([CH3:28])[CH3:27]>CCCCCC.C(O)C>[CH3:12][N:13]([CH3:24])[C:14]([N:16]([CH2:31][CH2:30][N:29]([CH:33]([CH3:35])[CH3:34])[CH:26]([CH3:28])[CH3:27])[C:17]1[CH:22]=[CH:21][CH:20]=[C:19]([NH2:23])[N:18]=1)=[O:15] |f:3.4|. Reported procedure: Under a nitrogen atmosphere, n-butyl lithium solution (15.5 ml., 0.025 mole) is added dropwise with stirring to a dioxane (50 ml.) solution of N,N-dimethyl-N'-(6-amino-2-pyridyl)urea (4.5 g., 0.025 mole) at 10° C. Then 2-diisopropylaminoethyl chloride hydrochloride (55.5 g., 0.275 mole) is added followed by another portion of n-butyl lithium (15.5 ml., 0.025 mole). The mixture is heated at reflux over night. Ethanol (30 ml.) is added with cooling and the mixture is filtered and concentrated in v...